Dataset: the Open Reaction Database (ORD), a public repository of structured organic reaction records. Task: describe an organic reaction: reactants, conditions, products, and yield RXN SMILES: [CH3:1][O:2][C:3]1([C:9]2[N:10](COCC[Si](C)(C)C)[CH:11]=[C:12]([C:14]([F:17])([F:16])[F:15])[N:13]=2)[CH2:8][CH2:7][O:6][CH2:5][CH2:4]1.FC(F)(F)C(O)=O.[SiH](CC)(CC)CC>>[CH3:1][O:2][C:3]1([C:9]2[NH:10][CH:11]=[C:12]([C:14]([F:16])([F:15])[F:17])[N:13]=2)[CH2:8][CH2:7][O:6][CH2:5][CH2:4]1. Reaction conditions: temperature 20 celsius, time 8 hour. Product: COC1(CCOCC1)C=1NC=C(N1)C(F)(F)F (2-(4-Methoxytetrahydro-2H-pyran-4-yl)-4-(trifluoromethyl)-1H-imidazole). Reactants: COC1(CCOCC1)C=1N(C=C(N1)C(F)(F)F)COCC[Si](C)(C)C (2-(4-methoxytetrahydro-2H-pyran-4-yl)-4-(trifluoromethyl)-1-((2-(trimethylsilyl)ethoxy)methyl)-1H-imidazole), [SiH](CC)(CC)CC (Et3SiH), COC1(CCOCC1)C=1N(C=C(N1)C(F)(F)F)COCC[Si](C)(C)C (2-(4-methoxytetrahydro-2H-pyran-4-yl)-4-(trifluoromethyl)-1-((2-(trimethylsilyl)ethoxy)methyl)-1H-imidazole), FC(C(=O)O)(F)F (trifluoroacetic acid). Procedure details: Into a 100-mL round-bottom flask, was placed 2-(4-methoxytetrahydro-2H-pyran-4-yl)-4-(trifluoromethyl)-1-((2-(trimethylsilyl)ethoxy)methyl)-1H-imidazole (compound 217.1, 1.3 g, 3.42 mmol), trifluoroacetic acid (4 mL), Et3SiH (2 mL). The resulting solution was stirred overnight at 20° C., then quenched by the addition of 20 mL of water. The pH of the solution was adjusted to 8 with sodium hydroxide (1 M). The aqueous phase was extracted with 2×100 mL of ethyl acetate. The combined organic layers ... Starting materials: COc1cc(OC)nc(CSC)n1, COCc1ccccc1N, C[O-], CO, CC(C)(C)OCl, ClCCl, [Na+], O. Product: COCc1cccc(C(SC)c2nc(OC)cc(OC)n2)c1N. Reaction SMILES: [CH3:17][S:18][CH2:19][c:20]1[n:21][c:22]([O:28][CH3:29])[cH:23][c:24]([O:26][CH3:27])[n:25]1.[CH3:1][O:2][CH2:3][c:4]1[c:5]([NH2:6])[cH:7][cH:8][cH:9][cH:10]1.[CH3:30][O-:31].[CH3:37][OH:38].[Cl:11][O:12][C:13]([CH3:14])([CH3:15])[CH3:16].[Cl:33][CH2:34][Cl:35].[Na+:32].[OH2:36]>>[CH3:1][O:2][CH2:3][c:4]1[c:5]([NH2:6])[c:7]([CH:19]([S:18][CH3:17])[c:20]2[n:21][c:22]([O:28][CH3:29])[cH:23][c:24]([O:26][CH3:27])[n:25]2)[cH:8][cH:9][cH:10]1. Procedure: A 2 N sodium hydroxide aqueous solution (0.12 mL, 0.23 mmol) was added to a solution of {5-[4-(1-ethyl-1-{4-[2-(1-hydroxy-cyclohexyl)-ethyl]-3-methyl-phenyl}-propyl)-phenyl]-pyridin-3-yl}-acetic acid methyl ester (Example 149-(1); 19.9 mg, 0.038 mmol) in methanol (0.4 mL), and the mixture was stirred at room temperature for two hours. A saturated aqueous ammonium chloride solution was added to the reaction mixture, followed by extraction with ethyl acetate. The organic layer was dried over anhyd... Reactants: [OH-].[Na+] (sodium hydroxide), COC(CC=1C=NC=C(C1)C1=CC=C(C=C1)C(CC)(C1=CC(=C(C=C1)CCC1(CCCCC1)O)C)CC)=O ({5-[4-(1-ethyl-1-{4-[2-(1-hydroxy-cyclohexyl)-ethyl]-3-methyl-phenyl}-propyl)-phenyl]-pyridin-3-yl}-acetic acid methyl ester), [Cl-].[NH4+] (ammonium chloride). Run in CO (methanol). Isolated yield 65.8%. Yields the product C(C)C(CC)(C1=CC(=C(C=C1)CCC1(CCCCC1)O)C)C1=CC=C(C=C1)C=1C=C(C=NC1)CC(=O)O ({5-[4-(1-ethyl-1-{4-[2-(1-hydroxy-cyclohexyl)-ethyl]-3-methyl-phenyl}-propyl)-phenyl]-pyridin-3-yl}-acetic Acid). RXN SMILES: [OH-].[Na+].C[O:4][C:5](=[O:40])[CH2:6][C:7]1[CH:8]=[N:9][CH:10]=[C:11]([C:13]2[CH:18]=[CH:17][C:16]([C:19]([CH2:38][CH3:39])([C:22]3[CH:27]=[CH:26][C:25]([CH2:28][CH2:29][C:30]4([OH:36])[CH2:35][CH2:34][CH2:33][CH2:32][CH2:31]4)=[C:24]([CH3:37])[CH:23]=3)[CH2:20][CH3:21])=[CH:15][CH:14]=2)[CH:12]=1.[Cl-].[NH4+]>CO>[CH2:20]([C:19]([C:16]1[CH:15]=[CH:14][C:13]([C:11]2[CH:12]=[C:7]([CH2:6][C:5]([OH:40])=[O:4])[CH:8]=[N:9][CH:10]=2)=[CH:18][CH:17]=1)([C:22]1[CH:27]=[CH:26][C:25]([CH2:28][CH2:29][C:30]2([OH:36])[CH2:31][CH2:32][CH2:33][CH2:34][CH2:35]2)=[C:24]([CH3:37])[CH:23]=1)[CH2:38][CH3:39])[CH3:21] |f:0.1,3.4|. Run at time 2 hour. Reactants: BrCCCCCOC1=CC(=CC=C1)[N+](=O)[O-] (1-(5-bromo-pentyloxy)-3-nitro-benzene), FC1=CC=C(C=C1)N1CCNCC1 (1-(4-fluoro-phenyl)-piperazine), C([O-])([O-])=O.[K+].[K+] (potassium carbonate). The solvent is C(C)#N (acetonitrile). Product: FC1=CC=C(C=C1)N1CCN(CC1)CCCCCOC1=CC(=CC=C1)[N+](=O)[O-] (1-(4-fluoro-phenyl)-4-[5-(3-nitro-phenoxy)-pentyl]-piperazine). Yield: 94.7%. RXN SMILES: Br[CH2:2][CH2:3][CH2:4][CH2:5][CH2:6][O:7][C:8]1[CH:13]=[CH:12][CH:11]=[C:10]([N+:14]([O-:16])=[O:15])[CH:9]=1.[F:17][C:18]1[CH:23]=[CH:22][C:21]([N:24]2[CH2:29][CH2:28][NH:27][CH2:26][CH2:25]2)=[CH:20][CH:19]=1.C(=O)([O-])[O-].[K+].[K+]>C(#N)C>[F:17][C:18]1[CH:19]=[CH:20][C:21]([N:24]2[CH2:29][CH2:28][N:27]([CH2:2][CH2:3][CH2:4][CH2:5][CH2:6][O:7][C:8]3[CH:13]=[CH:12][CH:11]=[C:10]([N+:14]([O-:16])=[O:15])[CH:9]=3)[CH2:26][CH2:25]2)=[CH:22][CH:23]=1 |f:2.3.4|. Procedure details: To a stirred solution of 1-(5-bromo-pentyloxy)-3-nitro-benzene (432 mg, 1.5 mmol) and 1-(4-fluoro-phenyl)-piperazine (297 mg, 1.65 mmol) in acetonitrile (5 mL) was added potassium carbonate (414 mg, 3.0 mmol). After refluxed for 6 hours, the reaction mixture was quenched with water (10 mL) followed by extraction with ethyl acetate (10 mL×3). The combined organic layers were washed with brine and then concentrated under vacuum. The resulting residue was purified by silica gel column chromatograph... Yields the product CC(C)(C)OC(=O)N1CCC(COc2c(Cl)cc(OCc3ccccc3)cc2Cl)CC1. Reactants: C1CCOC1, Oc1c(Cl)cc(OCc2ccccc2)cc1Cl, CC(C)OC(=O)N=NC(=O)OC(C)C, CC(C)(C)OC(=O)N1CCC(CO)CC1, c1ccc(P(c2ccccc2)c2ccccc2)cc1. As a reaction SMILES: [CH2:66]1[O:67][CH2:68][CH2:69][CH2:70]1.[Cl:16][c:17]1[c:18]([OH:32])[c:19]([Cl:31])[cH:20][c:21]([O:23][CH2:24][c:25]2[cH:26][cH:27][cH:28][cH:29][cH:30]2)[cH:22]1.[O:52]=[C:53]([O:54][CH:55]([CH3:56])[CH3:57])[N:58]=[N:59][C:60]([O:61][CH:62]([CH3:63])[CH3:64])=[O:65].[OH:1][CH2:2][CH:3]1[CH2:4][CH2:5][N:6]([C:9](=[O:10])[O:11][C:12]([CH3:13])([CH3:14])[CH3:15])[CH2:7][CH2:8]1.[c:33]1([P:34]([c:35]2[cH:36][cH:37][cH:38][cH:39][cH:40]2)[c:41]2[cH:42][cH:43][cH:44][cH:45][cH:46]2)[cH:47][cH:48][cH:49][cH:50][cH:51]1>>[O:1]([CH2:2][CH:3]1[CH2:4][CH2:5][N:6]([C:9](=[O:10])[O:11][C:12]([CH3:13])([CH3:14])[CH3:15])[CH2:7][CH2:8]1)[c:18]1[c:17]([Cl:16])[cH:22][c:21]([O:23][CH2:24][c:25]2[cH:26][cH:27][cH:28][cH:29][cH:30]2)[cH:20][c:19]1[Cl:31]. Reactants: N1CCC2=CC=CC=C12 (indoline), BrCCC(=O)OC (methyl 3-bromopropionate), C([O-])([O-])=O.[K+].[K+] (potassium carbonate). Product: COC(CCN1CCC2=CC=CC=C12)=O (3-(2,3-dihydro-indol-1-yl)-propionic acid methyl ester). As a reaction SMILES: [NH:1]1[C:9]2[C:4](=[CH:5][CH:6]=[CH:7][CH:8]=2)[CH2:3][CH2:2]1.Br[CH2:11][CH2:12][C:13]([O:15][CH3:16])=[O:14].C(=O)([O-])[O-].[K+].[K+]>>[CH3:16][O:15][C:13](=[O:14])[CH2:12][CH2:11][N:1]1[C:9]2[C:4](=[CH:5][CH:6]=[CH:7][CH:8]=2)[CH2:3][CH2:2]1 |f:2.3.4|. Procedure: A solution of indoline (6.15 g), methyl 3-bromopropionate (13 g), potassium carbonate (21 g) in 150 mL of acetonitrie was refluxed fro 16 h. The reaction mixture was concentrated, mixed with 300 mL of ether. The mixed reaction solution was filtered, concentrated down to afford compound UUA (8 g). MS: 206 (M+1)+. The reactants are Cl.N1CCC1 (azetidine hydrochloride), CN(C(=O)C1=NC=C(C=C1)Br)C (5-bromo-pyridine-2-carboxylic acid dimethylamide), BrC=1C=NC(=NC1)C(=O)O (5-bromopyrimidine-2-carboxylic acid). Yields the product N1(CCC1)C(=O)C1=NC=C(C=N1)Br (Azetidin-1-yl-(5-bromo-pyrimidin-2-yl)-methanone), solid. The yield is 17.0%. RXN SMILES: CN(C)C(C1C=[CH:9][C:8](Br)=[CH:7][N:6]=1)=O.[Br:13][C:14]1[CH:15]=[N:16][C:17]([C:20]([OH:22])=O)=[N:18][CH:19]=1.Cl.N1CCC1>>[N:6]1([C:20]([C:17]2[N:18]=[CH:19][C:14]([Br:13])=[CH:15][N:16]=2)=[O:22])[CH2:7][CH2:8][CH2:9]1 |f:2.3|. Reported procedure: The title compound was prepared in a similar manner as described for Intermediate 161a, from 5-bromopyrimidine-2-carboxylic acid (1.60 g, 7.877 mmol) and azetidine hydrochloride (1.11 g, 11.8 mmol) to give a yellow solid (331 mg, 17% yield). 1H NMR (400 MHz, CDCl3) δ 8.92 (s, 2 H) 4.64 (t, J=7.71 Hz, 2 H) 4.29 (t, J=7.83 Hz, 2 H) 2.29-2.41 (m, 2 H); LCMS for C8H8BrN3O m/z 241.00 and 243.00 (M+H)+. Reactants: C(CCC)(=O)Cl (butyryl chloride), [Al+3].[Cl-].[Cl-].[Cl-] (AlCl3), C(CCC)N1C2=CC=CC=C2C=2C=CC=CC12 (N-butylcarbazole). Solvent: C(Cl)Cl (methylene chloride), C(Cl)Cl (CH2Cl2). As a reaction SMILES: [C:1]([Cl:6])(=[O:5])[CH2:2][CH2:3]C.[Al+3].[Cl-].[Cl-].[Cl-].[CH2:11]([N:15]1[C:27]2[CH:26]=[CH:25][CH:24]=[CH:23][C:22]=2[C:21]2[C:16]1=[CH:17][CH:18]=[CH:19][CH:20]=2)[CH2:12][CH2:13][CH3:14]>C(Cl)Cl>[C:1]([Cl:6])(=[O:5])[CH2:2][CH3:3].[CH2:11]([N:15]1[C:16]2[CH:17]=[CH:18][CH:19]=[CH:20][C:21]=2[C:22]2[C:27]1=[CH:26][CH:25]=[CH:24][CH:23]=2)[CH2:12][CH2:13][CH3:14] |f:1.2.3.4|. Product: C(CC)(=O)Cl (propionyl chloride), C(CCC)N1C2=CC=CC=C2C=2C=CC=CC12 (N-butylcarbazole). Reported procedure: 46.9 g (0.44 tool) of butyryl chloride are added dropwise to a suspension of 93.3 g (0.7 tool) of AlCl3 in 100 ml of methylene chloride in the course of 30 minutes, while stirring and cooling to -10° to -5°. A solution of 22.3 g (0.1 tool) of N-butylcarbazole in 50 ml of CH2Cl2 is then added dropwise at -10° to -5° in the course of 2 hours. The suspension is stirred at 0° to 20° for 16 hours and then poured onto ice. The emulsion formed is extracted twice with CHCl3 and the extract is washed wit...